This data is from the Open Reaction Database (ORD), a public repository of structured organic reaction records. The task is: describe an organic reaction: reactants, conditions, products, and yield The reactants are C[Mg]Br (methylmagnesium bromide), FC1=CC=C(C=C1)N1N=CC=2CC(C=CC12)(C)C(CCC1=CC=CC=C1)=O (1-(1-(4-fluorophenyl)-5-methyl-4,5-dihydro-1H-indazol-5-yl)-3-phenylpropan-1-one). The solvent is C1CCOC1 (THF), C1CCOC1 (THF). Conditions: time 2.5 hour. Product: FC1=CC=C(C=C1)N1N=CC=2CC(C=CC12)(C)C(C)(CCC1=CC=CC=C1)O (2-(1-(4-fluorophenyl)-5-methyl-4,5-dihydro-1H-indazol-5-yl)-4-phenylbutan-2-ol). Isolated yield 82.0%. As a reaction SMILES: [CH3:1][Mg]Br.[F:4][C:5]1[CH:10]=[CH:9][C:8]([N:11]2[C:19]3[CH:18]=[CH:17][C:16]([C:21](=[O:30])[CH2:22][CH2:23][C:24]4[CH:29]=[CH:28][CH:27]=[CH:26][CH:25]=4)([CH3:20])[CH2:15][C:14]=3[CH:13]=[N:12]2)=[CH:7][CH:6]=1>C1COCC1>[F:4][C:5]1[CH:10]=[CH:9][C:8]([N:11]2[C:19]3[CH:18]=[CH:17][C:16]([C:21]([OH:30])([CH2:22][CH2:23][C:24]4[CH:25]=[CH:26][CH:27]=[CH:28][CH:29]=4)[CH3:1])([CH3:20])[CH2:15][C:14]=3[CH:13]=[N:12]2)=[CH:7][CH:6]=1. Procedure details: A 3 M THF solution of methylmagnesium bromide (0.15 mL, 5.4 eq) was added to a THF (1 mL) solution of Example 202 (30 mg, 0.083 mmol) at room temperature. After 2.5 h, the reaction was quenched with saturated NH4Cl and extracted with EtOAc. The EtOAc layer was concentrated and purified by flash column chromatography (4 g ISCO silica gel cartridge, 0 to 50% EtOAc-hexanes) to give the title compound (25.7 mg, 82%) as a 1:1 mixture of two isomers. MS found: (M+H)+=377. Starting materials: COCCOC, OCc1cc2cc(F)ccc2nc1Cl, [K+], [K+], O=C([O-])[O-], O, Cc1ccccc1B(O)O, c1ccc(P(c2ccccc2)(c2ccccc2)[Pd](P(c2ccccc2)(c2ccccc2)c2ccccc2)(P(c2ccccc2)(c2ccccc2)c2ccccc2)P(c2ccccc2)(c2ccccc2)c2ccccc2)cc1. The product is Cc1ccccc1-c1nc2ccc(F)cc2cc1CO. Reaction SMILES: [CH3:31][O:32][CH2:33][CH2:34][O:35][CH3:36].[Cl:1][c:2]1[n:3][c:4]2[cH:5][cH:6][c:7]([F:14])[cH:8][c:9]2[cH:10][c:11]1[CH2:12][OH:13].[K+:15].[K+:16].[O-:17][C:18]([O-:19])=[O:20].[OH2:37].[c:21]1([CH3:30])[c:22]([B:27]([OH:28])[OH:29])[cH:23][cH:24][cH:25][cH:26]1.[cH:38]1[cH:39][cH:40][c:41]([P:42]([Pd:43]([P:44]([c:45]2[cH:46][cH:47][cH:48][cH:49][cH:50]2)([c:51]2[cH:52][cH:53][cH:54][cH:55][cH:56]2)[c:57]2[cH:58][cH:59][cH:60][cH:61][cH:62]2)([P:63]([c:64]2[cH:65][cH:66][cH:67][cH:68][cH:69]2)([c:70]2[cH:71][cH:72][cH:73][cH:74][cH:75]2)[c:76]2[cH:77][cH:78][cH:79][cH:80][cH:81]2)[P:82]([c:83]2[cH:84][cH:85][cH:86][cH:87][cH:88]2)([c:89]2[cH:90][cH:91][cH:92][cH:93][cH:94]2)[c:95]2[cH:96][cH:97][cH:98][cH:99][cH:100]2)([c:101]2[cH:102][cH:103][cH:104][cH:105][cH:106]2)[c:107]2[cH:108][cH:109][cH:110][cH:111][cH:112]2)[cH:113][cH:114]1>>[c:2]1(-[c:22]2[c:21]([CH3:30])[cH:26][cH:25][cH:24][cH:23]2)[n:3][c:4]2[cH:5][cH:6][c:7]([F:14])[cH:8][c:9]2[cH:10][c:11]1[CH2:12][OH:13].